Dataset: the Open Reaction Database (ORD), a public repository of structured organic reaction records. Task: describe an organic reaction: reactants, conditions, products, and yield Procedure details: A mixture of 4-vinylpyridine (324 g), isothiazolidine-1,1-dioxide (373 g), and "Triton B" solution (129 ml, 40% w/v in methanol) was heated in D.M.F. at 50°-55° for 7 hours. The reaction mixture was then concentrated under vacuum, water (2.52 liters) was added, and the product was extracted into CH2Cl2 (3×1.87 liters). The combined methylene chloride extracts were washed with water and then evaporated to dryness. The residue was dissolved in ethyl acetate (1.3 liters) at 35° and hexane (0.87 lit... The product is N1=CC=C(C=C1)CCN1S(CCC1)(=O)=O (2-[2-(4-pyridyl)ethyl]isothiazolidine-1,1-dioxide). Isolated yield 74.4%. The reactants are C(=C)C1=CC=NC=C1 (4-vinylpyridine), S1(NCCC1)(=O)=O (isothiazolidine-1,1-dioxide). Run at time 7 hour. Solvent: CO (methanol). Reaction SMILES: [CH:1]([C:3]1[CH:8]=[CH:7][N:6]=[CH:5][CH:4]=1)=[CH2:2].[S:9]1(=[O:15])(=[O:14])[CH2:13][CH2:12][CH2:11][NH:10]1>CO>[N:6]1[CH:7]=[CH:8][C:3]([CH2:1][CH2:2][N:10]2[CH2:11][CH2:12][CH2:13][S:9]2(=[O:15])=[O:14])=[CH:4][CH:5]=1. Starting materials: C(C)OC(N(C1=CC=CC=C1)C1=C(C=CC=C1)N)=O ((2-aminophenyl)-phenylcarbamic acid ethyl ester), Cl (hydrochloric acid), N(=O)[O-].[Na+] (sodium nitrite), ice, diazonium salt, COC(C(C(=O)OC)NC(C(C)Cl)=O)=O ((2-chloropropionamido)-malonic acid dimethyl ester), C([O-])([O-])=O.[K+].[K+] (potassium carbonate). Solvent: C(C)(=O)O (acetic acid), C(C)(=O)OCC (ethyl acetate), CC(=O)C (acetone). The product is COC(C(C(=O)OC)(NC(C(C)Cl)=O)N=NC1=C(C=CC=C1)N(C(=O)OCC)C1=CC=CC=C1)=O ([2-(N-ethoxycarbonylphenylamino)-phenylazo]-(2-chloropropionamido)-malonic acid dimethyl ester). Reaction SMILES: [CH2:1]([O:3][C:4](=[O:19])[N:5]([C:12]1[CH:17]=[CH:16][CH:15]=[CH:14][C:13]=1[NH2:18])[C:6]1[CH:11]=[CH:10][CH:9]=[CH:8][CH:7]=1)[CH3:2].Cl.[N:21]([O-])=O.[Na+].[CH3:25][O:26][C:27](=[O:39])[CH:28]([NH:33][C:34](=[O:38])[CH:35]([Cl:37])[CH3:36])[C:29]([O:31][CH3:32])=[O:30].C(=O)([O-])[O-].[K+].[K+]>C(O)(=O)C.CC(C)=O.C(OCC)(=O)C>[CH3:32][O:31][C:29](=[O:30])[C:28]([N:21]=[N:18][C:13]1[CH:14]=[CH:15][CH:16]=[CH:17][C:12]=1[N:5]([C:6]1[CH:11]=[CH:10][CH:9]=[CH:8][CH:7]=1)[C:4]([O:3][CH2:1][CH3:2])=[O:19])([NH:33][C:34](=[O:38])[CH:35]([Cl:37])[CH3:36])[C:27]([O:26][CH3:25])=[O:39] |f:2.3,5.6.7|. Reported procedure: A solution of 26.20 g (0.102 mol) of the (2-aminophenyl)-phenylcarbamic acid ethyl ester prepared according to Example (1b) in 246 ml of glacial acetic acid and 62 ml of concentrated hydrochloric acid is diazotised at 0°-5° over a period of 20 minutes with 20.4 ml (0.102 mol) of a 5-molar sodium nitrite solution. 60 g of ice are added to the resulting diazonium salt solution, and then 24.23 g (0.102 mol) of (2-chloropropionamido)-malonic acid dimethyl ester in 243 ml of acetone are then quickly ... The reactants are ClC1=C(OC2(CCC2)C(=O)O)C=CC(=C1Cl)C(C(CC)=C)=O (1-[2,3-Dichloro-4-(2-methylenebutyryl)phenoxy]cyclobutane-1-carboxylic acid), C([O-])(O)=O.[Na+] (sodium bicarbonate). The solvent is O (water). Yields the product ClC1=C(OC2(CCC2)C(=O)[O-])C=CC(=C1Cl)C(C(CC)=C)=O.[Na+] (Sodium 1-[2,3-Dichloro-4-(2-methylenebutyryl)phenoxy]cyclobutane-1-carboxylate). RXN SMILES: [Cl:1][C:2]1[C:15]([Cl:16])=[C:14]([C:17](=[O:22])[C:18](=[CH2:21])[CH2:19][CH3:20])[CH:13]=[CH:12][C:3]=1[O:4][C:5]1([C:9]([OH:11])=[O:10])[CH2:8][CH2:7][CH2:6]1.C(=O)(O)[O-].[Na+:27]>O>[Cl:1][C:2]1[C:15]([Cl:16])=[C:14]([C:17](=[O:22])[C:18](=[CH2:21])[CH2:19][CH3:20])[CH:13]=[CH:12][C:3]=1[O:4][C:5]1([C:9]([O-:11])=[O:10])[CH2:8][CH2:7][CH2:6]1.[Na+:27] |f:1.2,4.5|. Procedure details: 0.103 g of 1-[2,3-Dichloro-4-(2-methylenebutyryl)phenoxy]cyclobutane-1-carboxylic acid is dissolved 33 ml of 0.1N sodium bicarbonate and with isotonic saline to make a final volume of 100 ml. The water from all sources was pyrogen free. The solution is sterilized by filtration. This solution is 3 mM in active antisickling agent. Starting materials: NC1=C(C=CC(=C1)OC)O (2-amino-4-methoxyphenol), BrC(C(=O)Cl)CCCBr (2,5-dibromovaleryl chloride). Product: BrCCCC1OC2=C(NC1=O)C=C(C=C2)OC (2-(3-bromopropyl)-6-methoxy-2H-1,4-benzoxazine-3(4H)-one). The yield is 56.9%. RXN SMILES: [NH2:1][C:2]1[CH:7]=[C:6]([O:8][CH3:9])[CH:5]=[CH:4][C:3]=1[OH:10].Br[CH:12]([CH2:16][CH2:17][CH2:18][Br:19])[C:13](Cl)=[O:14]>>[Br:19][CH2:18][CH2:17][CH2:16][CH:12]1[C:13](=[O:14])[NH:1][C:2]2[CH:7]=[C:6]([O:8][CH3:9])[CH:5]=[CH:4][C:3]=2[O:10]1. Reported procedure: In a manner similar to that of Reference Example 16, 2-amino-4-methoxyphenol was allowed to react with 2,5-dibromovaleryl chloride, then cyclized to give 2-(3-bromopropyl)-6-methoxy-2H-1,4-benzoxazine-3(4H)-one as crystals. The yield was 56.9%. m.p. 102°-103° C. (recrystallization from ether). Starting materials: C(=O)NNC(C1=C(N=C(C(=C1)CC)OC)C)=O (5-ethyl-6-methoxy-2-methyl-nicotinic acid N′-formylhydrazide), S(=O)(=O)(C1=CC=C(C)C=C1)Cl (tosyl chloride), C(C)(C)(C)N=P1(N(CCCN1C)C)N(CC)CC (2-t-butylimino-2-diethylamino-1,3-dimethyl-perhydro-1,3,2-diazaphosphorine). The solvent is O1CCCC1 (tetrahydrofuran). Conditions: temperature 145 celsius, time 3 minute. Yields the product C(C)C=1C(=NC(=C(C1)C=1OC=NN1)C)OC (3-ethyl-2-methoxy-6-methyl-5-[1,3,4]oxadiazol-2-yl-pyridine). The yield is 8.2%. As a reaction SMILES: [CH:1]([NH:3][NH:4][C:5](=[O:17])[C:6]1[CH:11]=[C:10]([CH2:12][CH3:13])[C:9]([O:14][CH3:15])=[N:8][C:7]=1[CH3:16])=O.S(Cl)(C1C=CC(C)=CC=1)(=O)=O.C(N=P1(N(CC)CC)N(C)CCCN1C)(C)(C)C>O1CCCC1>[CH2:12]([C:10]1[C:9]([O:14][CH3:15])=[N:8][C:7]([CH3:16])=[C:6]([C:5]2[O:17][CH:1]=[N:3][N:4]=2)[CH:11]=1)[CH3:13]. Procedure details: Into a microwave vial is added 5-ethyl-6-methoxy-2-methyl-nicotinic acid N′-formylhydrazide (132 mg), tosyl chloride (64 mg, 0.336 mmol), and 2-t-butylimino-2-diethylamino-1,3-dimethyl-perhydro-1,3,2-diazaphosphorine on polystyrene (2.2 mmol/g, 634 mg, 1.39 mmol) and anhydrous tetrahydrofuran (6 mL). The vial is flushed with nitrogen, sealed and heated in the CEM Discover microwave at 145° C. holding at that temperature for 3 min, with a maximum pressure of 6 bar. The reaction is evaporated and ... Starting materials: C, CCO, [H][H], O=C1NC(=O)C2(c3cccc([N+](=O)[O-])c3)CC12, [Pd]. Product: Nc1cccc(C23CC2C(=O)NC3=O)c1. RXN SMILES: [C:23].[CH3:20][CH2:21][OH:22].[H:18][H:19].[N+:1]([O-:2])(=[O:3])[c:4]1[cH:5][c:6]([C:10]23[C:11](=[O:17])[NH:12][C:13](=[O:16])[CH:14]2[CH2:15]3)[cH:7][cH:8][cH:9]1.[Pd:24]>>[NH2:1][c:4]1[cH:5][c:6]([C:10]23[C:11](=[O:17])[NH:12][C:13](=[O:16])[CH:14]2[CH2:15]3)[cH:7][cH:8][cH:9]1. Starting materials: NC(=S)N(CCC1=CC=C(OC(C(=O)OCC)(C)C)C=C1)CC1=C(C=C(C=C1)C(F)(F)F)C(F)(F)F (ethyl 2-[4-(2-{(aminocarbonothioyl)[2,4-bis(trifluoromethyl)benzyl]amino}ethyl)phenoxy]-2-methylpropanoate), ClC1=C(C(CBr)=O)C=CC=C1 (2-chlorophenacyl bromide). Yields the product FC(C1=C(CN(CCC2=CC=C(OC(C(=O)O)(C)C)C=C2)C=2SC=C(N2)C2=C(C=CC=C2)Cl)C=CC(=C1)C(F)(F)F)(F)F (2-[4-(2-{[2,4-Bis(trifluoromethyl)benzyl][4-(2-chlorophenyl)-1,3-thiazol-2-yl]amino}ethyl)phenoxy]-2-methylpropanoic acid). RXN SMILES: [NH2:1][C:2]([N:4]([CH2:22][C:23]1[CH:28]=[CH:27][C:26]([C:29]([F:32])([F:31])[F:30])=[CH:25][C:24]=1[C:33]([F:36])([F:35])[F:34])[CH2:5][CH2:6][C:7]1[CH:21]=[CH:20][C:10]([O:11][C:12]([CH3:19])([CH3:18])[C:13]([O:15]CC)=[O:14])=[CH:9][CH:8]=1)=[S:3].[Cl:37][C:38]1[CH:47]=[CH:46][CH:45]=[CH:44][C:39]=1[C:40](=O)[CH2:41]Br>>[F:35][C:33]([F:34])([F:36])[C:24]1[CH:25]=[C:26]([C:29]([F:32])([F:31])[F:30])[CH:27]=[CH:28][C:23]=1[CH2:22][N:4]([C:2]1[S:3][CH:41]=[C:40]([C:39]2[CH:44]=[CH:45][CH:46]=[CH:47][C:38]=2[Cl:37])[N:1]=1)[CH2:5][CH2:6][C:7]1[CH:8]=[CH:9][C:10]([O:11][C:12]([CH3:19])([CH3:18])[C:13]([OH:15])=[O:14])=[CH:20][CH:21]=1. Procedure: Similarly prepared from ethyl 2-[4-(2-{(aminocarbonothioyl)[2,4-bis(trifluoromethyl)benzyl]amino}ethyl)phenoxy]-2-methylpropanoate and 2-chlorophenacyl bromide. Starting materials: NC=1SC=CC1C(=O)OC (methyl 2-aminothiophene-3-carboxylate), C(C)(=O)O (acetic acid), COC(C)(C)OC (2,2-dimethoxypropane), C(C)(=O)O[BH-](OC(C)=O)OC(C)=O.[Na+] (sodium triacetoxyborohydride). Reagents/catalysts: FC(C(=O)O)(F)F (trifluoroacetic acid). Run in ClCCl (dichloromethane). Conditions: time 18 hour. The product is C(C)(C)NC=1SC=CC1C(=O)OC (methyl 2-(isopropylamino)thiophene-3-carboxylate). The yield is 18359.7%. As a reaction SMILES: [NH2:1][C:2]1[S:3][CH:4]=[CH:5][C:6]=1[C:7]([O:9][CH3:10])=[O:8].C(O)(=O)C.CO[C:17](OC)([CH3:19])[CH3:18].C(O[BH-](OC(=O)C)OC(=O)C)(=O)C.[Na+]>ClCCl.FC(F)(F)C(O)=O>[CH:17]([NH:1][C:2]1[S:3][CH:4]=[CH:5][C:6]=1[C:7]([O:9][CH3:10])=[O:8])([CH3:19])[CH3:18] |f:3.4|. Reported procedure: To a solution of methyl 2-aminothiophene-3-carboxylate (1.76 kg, 11.2 mol) in glacial acetic acid (1.34 kg, 22.3 mol) and dichloromethane (8 L) were added trifluoroacetic acid (17.8 g, 156 mmol), 2,2-dimethoxypropane (6.83 kg, 65.6 mmol) and sodium triacetoxyborohydride (3.9 kg, 18.4 mol). The reaction mixture was stirred for 18 h at room temperature, quenched with saturated aqueous potassium carbonate solution (13.5 L) over 3 h and diluted with water (21 L). The organic layer was collected and ... Starting materials: COC=1C=C(C(C(=O)OC)=CC1)O (methyl 4-methoxysalicylate), BrCCC (bromopropane), [I-].[K+] (potassium iodide), C([O-])([O-])=O.[K+].[K+] (potassium carbonate). Solvent: C(C)OCC (diethyl ether). Product: COC1=CC(=C(C(=O)OC)C=C1)OCCC (methyl 4-methoxy-2-propoxybenzoate). As a reaction SMILES: [CH3:1][O:2][C:3]1[CH:4]=[C:5]([OH:13])[C:6](=[CH:11][CH:12]=1)[C:7]([O:9][CH3:10])=[O:8].Br[CH2:15][CH2:16][CH3:17].[I-].[K+].C(=O)([O-])[O-].[K+].[K+]>C(OCC)C>[CH3:1][O:2][C:3]1[CH:12]=[CH:11][C:6]([C:7]([O:9][CH3:10])=[O:8])=[C:5]([O:13][CH2:15][CH2:16][CH3:17])[CH:4]=1 |f:2.3,4.5.6|. Reported procedure: A stirred mixture of methyl 4-methoxysalicylate (25 g), bromopropane (15.6 ml), potassium iodide (2.82 g) and anhydrous potassium carbonate (27.53 g) was heated under reflux for 48 hours. The cooled reaction mixture was filtered and the filtrate was evaporated under reduced pressure to yield an oil which was dissolved in diethyl ether (200 ml). The ethereal solution was extracted with aqueous sodium hydroxide to remove unreacted starting material and the organic phase was then washed with water ...